describe an organic reaction: reactants, conditions, products, and yield From a dataset of the Open Reaction Database (ORD), a public repository of structured organic reaction records. Reported procedure: To a DCM solution of 1-(1,3-dioxolan-2-yl)methanamine (799 mg, 7.83 mmol) was added 2-(chloromethyl)imidazo[1,2-a]pyridine-7-carbonitrile hydrochloride (Intermediate 17) (500 mg, 2.61 mmol). After heating to reflux for 1 hr, the reaction mixture was cooled room temperature, concentrated under reduced pressure, chromatographed on silica gel eluting with a gradient solvent mixture (5% MeOH-DCM to 15% MeOH-DCM) to give the title compound as oil (410 mg). LC/MS: m/z 259(M+H). Run in C(Cl)Cl (DCM). Isolated yield 60.8%. Reaction SMILES: [O:1]1[CH2:5][CH2:4][O:3][CH:2]1[CH2:6][NH2:7].Cl.Cl[CH2:10][C:11]1[N:12]=[C:13]2[CH:18]=[C:17]([C:19]#[N:20])[CH:16]=[CH:15][N:14]2[CH:21]=1>C(Cl)Cl>[O:1]1[CH2:5][CH2:4][O:3][CH:2]1[CH2:6][NH:7][CH2:10][C:11]1[N:12]=[C:13]2[CH:18]=[C:17]([C:19]#[N:20])[CH:16]=[CH:15][N:14]2[CH:21]=1 |f:1.2|. Reactants: O1C(OCC1)CN (1-(1,3-dioxolan-2-yl)methanamine), Cl.ClCC=1N=C2N(C=CC(=C2)C#N)C1 (2-(chloromethyl)imidazo[1,2-a]pyridine-7-carbonitrile hydrochloride), Cl.ClCC=1N=C2N(C=CC(=C2)C#N)C1 (2-(chloromethyl)imidazo[1,2-a]pyridine-7-carbonitrile hydrochloride). Yields the product O1C(OCC1)CNCC=1N=C2N(C=CC(=C2)C#N)C1 (2-{[(1,3-dioxolan-2-ylmethyl)-amino]-methyl}imidazo[1,2-a]pyridine-7-carbonitrile). The reactants are C(CCCCC)C=1N=NN(C1)C1=CC=CC=C1 (4-hexyl-1-phenyl-1H-1,2,3-triazole), IC (iodomethane), IC (iodomethane). Run at temperature 40 celsius. The product is [I-].C(CCCCC)C=1[N+](=NN(C1)C1=CC=CC=C1)C (4-hexyl-3-methyl-1-phenyl-1H-1,2,3-triazol-3-ium iodide). Reaction SMILES: [CH2:1]([C:7]1[N:8]=[N:9][N:10]([C:12]2[CH:17]=[CH:16][CH:15]=[CH:14][CH:13]=2)[CH:11]=1)[CH2:2][CH2:3][CH2:4][CH2:5][CH3:6].[I:18][CH3:19]>>[I-:18].[CH2:1]([C:7]1[N+:8]([CH3:19])=[N:9][N:10]([C:12]2[CH:17]=[CH:16][CH:15]=[CH:14][CH:13]=2)[CH:11]=1)[CH2:2][CH2:3][CH2:4][CH2:5][CH3:6] |f:2.3|. Reported procedure: 4-hexyl-1-phenyl-1H-1,2,3-triazole and excess iodomethane were added to a 20 mL vial. The reaction was heated at 40° C. for 3 days. The iodomethane was allowed to evaporate in the hood. The following structure of 4-hexyl-3-methyl-1-phenyl-1H-1,2,3-triazol-3-ium iodide was confirmed: Starting materials: CON(C(=O)C=1C=CC2=C(C=C(O2)CCN2[C@@H](CCC2)C)C1)C (N-methoxy-N-methyl-2-{2-[(2R)-2-methyl-1-pyrrolidinyl]ethyl}-1-benzofuran-5-carboxamide), C(C)C(C[Mg]Br)CC (2-ethylbutylmagnesium bromide). RXN SMILES: CON(C)[C:4]([C:6]1[CH:7]=[CH:8][C:9]2[O:13][C:12]([CH2:14][CH2:15][N:16]3[CH2:20][CH2:19][CH2:18][C@H:17]3[CH3:21])=[CH:11][C:10]=2[CH:22]=1)=[O:5].[CH2:24]([CH:26]([CH2:30][CH3:31])[CH2:27][Mg]Br)[CH3:25]>>[CH2:24]([CH:26]([CH2:30][CH3:31])[CH2:27][C:4]([C:6]1[CH:7]=[CH:8][C:9]2[O:13][C:12]([CH2:14][CH2:15][N:16]3[CH2:20][CH2:19][CH2:18][C@H:17]3[CH3:21])=[CH:11][C:10]=2[CH:22]=1)=[O:5])[CH3:25]. Procedure: The product from Example 71E and 2-ethylbutylmagnesium bromide were processed as described in Example 71F to provide the title compound. 1HNMR (300 MHz, CD3OD) δ 0.9 (m, 6H), 1.23 (m, 1H), 1.20 (m, 6H), 1.75 (m, 1H), 2.1 (m, 2H), 2.35 (m, 1H), 3.05 (m, 1H), 3.2-3.5 (m, 7H), 3.55 (m, 1H), 3.8 (m, 1H), 6.85 (s, 1H), 7.55 (d, 1H) 7.95 (dd, 1H), 8.24 (d, 1H); MS (ESI) m/z 342 (M+H)+. The product is C(C)C(CC(=O)C=1C=CC2=C(C=C(O2)CCN2[C@@H](CCC2)C)C1)CC (3-ethyl-1-(2-{2-[(2R)-2-methyl-1-pyrrolidinyl]ethyl}-1-benzofuran-5-yl)-1-pentanone). Starting materials: S(=O)(=O)(Cl)Cl (sulfonyl chloride), FC(CO)(C1=NC=CC=C1)F (2,2-Difluoro-2-pyridin-2-ylethanol), sulfonates, CS(=O)(=O)[O-] (methanesulfonate), CCCCCC (hexane). The solvent is TEA. Conditions: temperature 5 celsius, time 24 hour. Yields the product CC1=CC=C(C=C1)S(=O)(=O)OCC(C1=NC=CC=C1)(F)F (2,2-Difluoro-2-pyridin-2-ylethyl 4-methylbenzenesulfonate). Yield: 76.2%. As a reaction SMILES: [F:1][C:2]([F:11])([C:5]1[CH:10]=[CH:9][CH:8]=[CH:7][N:6]=1)[CH2:3][OH:4].[CH3:12]S([O-])(=O)=O.[S:17](Cl)(Cl)(=[O:19])=[O:18].[CH3:22][CH2:23][CH2:24][CH2:25][CH2:26][CH3:27]>>[CH3:12][C:24]1[CH:23]=[CH:22][C:27]([S:17]([O:4][CH2:3][C:2]([F:1])([F:11])[C:5]2[CH:10]=[CH:9][CH:8]=[CH:7][N:6]=2)(=[O:19])=[O:18])=[CH:26][CH:25]=1. Procedure details: 2,2-Difluoro-2-pyridin-2-ylethanol (H) from step 2 (10 g) was dissolved in 100 mL of MDC, 19 g of TEA was added, then the RM was cooled to 0-10° C. To the cooled solution, 16.77 g of pTsCl was added over a period of 1 hour and stirred for 24 hours at RT. The RM was then quenched with 100 mL of 10% sodium bicarbonate solution and the organic layers were separated. The aqueous layer was extracted with (100 mL×3) MDC. The organic layer was combined and washed with 10% sodium bicarbonate (150 mL), f... Starting materials: C(C(C)(C)C)(=O)NC(NC1=CC=C(C=N1)OC1=CC(=NC=C1)NC(OC(=C)C)=O)=O (prop-1-en-2-yl (4-((6-(3-pivaloylureido)pyridin-3-yl)oxy)pyridin-2-yl)carbamate), CN1CCNCC1 (1-methylpiperizine), CN1CCCC1 (N-methylpyrrolidine). Run in O1CCOCC1 (dioxane). Yields the product CN1CCN(CC1)C(=O)NC1=NC=CC(=C1)OC=1C=NC(=CC1)NC(=O)NC(C(C)(C)C)=O (4-methyl-N-(4-((6-(3-pivaloylureido)pyridin-3-yl)oxy)pyridin-2-yl)piperazine-1-carboxamide). Isolated yield 37.5%. Reaction SMILES: [C:1]([NH:7][C:8](=[O:30])[NH:9][C:10]1[N:15]=[CH:14][C:13]([O:16][C:17]2[CH:22]=[CH:21][N:20]=[C:19]([NH:23][C:24](=[O:29])OC(C)=C)[CH:18]=2)=[CH:12][CH:11]=1)(=[O:6])[C:2]([CH3:5])([CH3:4])[CH3:3].[CH3:31][N:32]1[CH2:37][CH2:36][NH:35][CH2:34][CH2:33]1.CN1CCCC1>O1CCOCC1>[CH3:31][N:32]1[CH2:37][CH2:36][N:35]([C:24]([NH:23][C:19]2[CH:18]=[C:17]([O:16][C:13]3[CH:14]=[N:15][C:10]([NH:9][C:8]([NH:7][C:1](=[O:6])[C:2]([CH3:4])([CH3:5])[CH3:3])=[O:30])=[CH:11][CH:12]=3)[CH:22]=[CH:21][N:20]=2)=[O:29])[CH2:34][CH2:33]1. Reported procedure: A mixture of Example C2 (0.145 g, 0.351 mmol) 1-methylpiperizine (0.105 g, 1.052 mmol) and N-methylpyrrolidine (2.99 mg, 0.035 mmol) in dioxane (3 mL) was heated at 80° C. overnight, cooled to RT, concentrated to dryness and purified via silica gel chromatography (MeOH/DCM) to afford 4-methyl-N-(4-((6-(3-pivaloylureido)pyridin-3-yl)oxy)pyridin-2-yl)piperazine-1-carboxamide (60 mg, 38%). 1H NMR (400 MHz, DMSO-d6): δ 11.22 (s, 1H), 10.44 (s, 1H), 9.25 (s, 1H), 8.23 (d, J=2.9 Hz, 1H), 8.12 (d, J=5.... Starting materials: C1CSS[C@@H]1CCCCC(=O)O ((R)-α-lipoic acid), CS(=O)(=O)N (methanesulfonamide), [H-].[Na+] (sodium hydride), N,N'-carbonyldiimidazole. Solvent: CN(C=O)C (dimethylformamide). Run at time 4 hour. Product: S1S[C@@H](CC1)CCCCC(=O)NS(=O)(=O)C ((R)-N-[5-(1,2-Dithiolan-3-yl)pentanoyl]methanesulfonamide). The yield is 45.0%. As a reaction SMILES: [CH2:1]1[C@@H:5]([CH2:6][CH2:7][CH2:8][CH2:9][C:10]([OH:12])=O)[S:4][S:3][CH2:2]1.[CH3:13][S:14]([NH2:17])(=[O:16])=[O:15].[H-].[Na+]>CN(C)C=O>[S:3]1[CH2:2][CH2:1][C@@H:5]([CH2:6][CH2:7][CH2:8][CH2:9][C:10]([NH:17][S:14]([CH3:13])(=[O:16])=[O:15])=[O:12])[S:4]1 |f:2.3|. Procedure details: 110 mg of (R)-α-lipoic acid were dissolved in 2 ml of anhydrous dimethylformamide, and 97 mg of N,N'-carbonyldiimidazole were added to the solution, whilst ice-cooling. The mixture was then stirred at room temperature for 4 hours. At the end of this time, 57 mg of methanesulfonamide and 26 mg of sodium hydride (as a 55% w/w dispersion in mineral oil) were added to the reaction mixture, whilst ice-cooling, and the mixture was stirred at room temperature for 5 hours and then left to stand overnigh... The reactants are C1=CC=NC(=C1)NC2=CC=CC=N2 (2,2′-dipyridylamine), C(C)(=O)OC(C)=O (acetic anhydride). Yields the product N1=C(C=CC=C1)N(C(C)=O)C1=NC=CC=C1 (N,N-Dipyridin-2-ylacetamide). RXN SMILES: [CH:1]1[CH:6]=[C:5]([NH:7][C:8]2[N:13]=[CH:12][CH:11]=[CH:10][CH:9]=2)[N:4]=[CH:3][CH:2]=1.[C:14](OC(=O)C)(=[O:16])[CH3:15]>>[N:13]1[CH:12]=[CH:11][CH:10]=[CH:9][C:8]=1[N:7]([C:5]1[CH:6]=[CH:1][CH:2]=[CH:3][N:4]=1)[C:14](=[O:16])[CH3:15]. Procedure details: To a flask were added 2,2′-dipyridylamine and 12 ml acetic anhydride. The mixture was heated to 110 C under nitrogen for 5 hours and cooled to 22 C. After quenching with a slow addition of aqueous sodium bicarbonate, the mixture was made basic with the addition of small portions of sodium carbonate. The product was extracted with ethyl acetate and after removal of solvent, it was purified by silica gel chromatography using 65% ethyl acetate in hexane to give 0.8 g of an oil.